This data is from the Open Reaction Database (ORD), a public repository of structured organic reaction records. The task is: describe an organic reaction: reactants, conditions, products, and yield Starting materials: BrC1=C2C=CC(=CC2=CC=C1)CBr (5-bromo-2-bromomethylnaphthalene), [C-]#N.[Na+] (NaCN). Solvent: CC#N.O (CH3CN H2O). The product is BrC1=C2C=CC(=CC2=CC=C1)CC#N ((5-Bromo-2-naphthalenyl)acetonitrile). Isolated yield 99.1%. As a reaction SMILES: [Br:1][C:2]1[CH:11]=[CH:10][CH:9]=[C:8]2[C:3]=1[CH:4]=[CH:5][C:6]([CH2:12]Br)=[CH:7]2.[C-:14]#[N:15].[Na+]>CC#N.O>[Br:1][C:2]1[CH:11]=[CH:10][CH:9]=[C:8]2[C:3]=1[CH:4]=[CH:5][C:6]([CH2:12][C:14]#[N:15])=[CH:7]2 |f:1.2,3.4|. Procedure: A suspension of 5-bromo-2-bromomethylnaphthalene (4.50 g, 15 mmol) and NaCN (784 mg, 16 mmol) in 9:1 CH3CN/H2O (150 mL) was heated to reflux for 1 hour during which time the reaction mixture became homogeneous. The solution was cooled to room temperature and the volatiles removed in vacuo. The aqueous residue was partitioned between H2O (200 mL) and CH2Cl2 (200 mL). The aqueous phase was further washed with CH2Cl2 (1×200 mL) and the combined organic layers dried (Na2SO4) and concentrated in vacu... Reaction SMILES: [F:1][C:2]1[CH:14]=[C:13]2[C:5]([C:6]3[CH:7]=[CH:8][CH:9]=[C:10]([CH:15]([CH3:17])[CH3:16])[C:11]=3[NH:12]2)=[CH:4][C:3]=1[N+:18]([O-])=O>CC(O)C.O.[Fe]>[NH2:18][C:3]1[CH:4]=[C:5]2[C:13](=[CH:14][C:2]=1[F:1])[NH:12][C:11]1[C:10]([CH:15]([CH3:17])[CH3:16])=[CH:9][CH:8]=[CH:7][C:6]2=1 |f:1.2|. Solvent: CC(C)O.O (i-PrOH water). Reagents/catalysts: [Fe] (Fe). Reactants: FC1=C(C=C2C=3C=CC=C(C3NC2=C1)C(C)C)[N+](=O)[O-] (7-fluoro-1-isopropyl-6-nitro-carbazole). Yields the product NC=1C=C2C=3C=CC=C(C3NC2=CC1F)C(C)C (6-amino-7-fluoro-isopropyl-carbazole). The yield is 65.2%. Procedure details: 3-Fluoro-benzohydrazine (3.3 g) and cyclohexanone (2.2 g) were added to ethanol (30 ml) and the mixture was stirred for 2 hours under reflux. The reaction mixture was concentrated and the resulting residue was recrystallized from hexane to obtain 7-fluoro-carbazole (1.81 g, 48%). Then, concentrated sulfuric acid (20 ml) was cooled to 0° C. and added with 7-fluoro-carbazole (2.1 g) and sodium nitrate (900 mg), and then the mixture was stirred for 10 minutes. The reaction mixture was poured on an ...